Dataset: the Open Reaction Database (ORD), a public repository of structured organic reaction records. Task: describe an organic reaction: reactants, conditions, products, and yield Starting materials: O=C1N2[C@@H](SCC[C@@H]1NC(OCC1=CC=CC=C1)=O)CC[C@H](C2)C(F)(F)F (Benzyl (4S,8R,10aS)-5-oxo-8-(trifluoromethyl)octahydro-2H-pyrido[2,1-b][1,3]thiazepin-4-ylcarbamate), NC(CCCCO)C(F)(F)F (5-amino-6,6,6-trifluorohexan-1-ol), N[C@@H]1C(N2[C@@H](SCC1)CC[C@H](C2)C(F)(F)F)=O ((4S,8R,10aS)-4-Amino-8-(trifluoromethyl)hexahydro-2H-pyrido[2,1-b][1,3]thiazepin-5(7H)-one). Product: N[C@@H]1C(N2[C@@H](SCC1)CCC[C@H]2C(F)(F)F)=O ((4S,7S,10aS)-4-Amino-7-(trifluoromethyl)hexahydro-2H-pyrido[2,1-b][1,3]thiazepin-5(7H)-one). As a reaction SMILES: [O:1]=[C:2]1[C@@H:8]([NH:9]C(=O)OCC2C=CC=CC=2)[CH2:7][CH2:6][S:5][C@H:4]2[CH2:20][CH2:21][C@@H:22](C(F)(F)F)[CH2:23][N:3]12.NC([C:35]([F:38])([F:37])[F:36])CCCCO.N[C@H]1CCS[C@H]2CC[C@@H](C(F)(F)F)CN2C1=O>>[NH2:9][C@H:8]1[CH2:7][CH2:6][S:5][C@H:4]2[CH2:20][CH2:21][CH2:22][C@@H:23]([C:35]([F:38])([F:37])[F:36])[N:3]2[C:2]1=[O:1]. Procedure: (4S,7S,10aS)-4-Amino-7-(trifluoromethyl)hexahydro-2H-pyrido[2,1-b][1,3]thiazepin-5(7H)-one (53 mg, 0.20 mmol) was synthesized as described for the preparation of Intermediate 59 using 5-amino-6,6,6-trifluorohexan-1-ol in step A followed by the preparation of Intermediate 61. Anal. Calcd. for C10H15F3N2OS m/z 268.3. found: 269.0 (M+H)+; 1H NMR (400 MHz, CDCl3) δ ppm 5.42-5.27 (m, 1H), 5.21 (t, J=7.0 Hz, 1H), 3.99 (dd, J=10.3, 2.7 Hz, 1H), 3.15 (ddd, J=13.9, 10.9, 2.6 Hz, 1H), 2.81 (ddd, J=14.4, 6...